Dataset: the Open Reaction Database (ORD), a public repository of structured organic reaction records. Task: describe an organic reaction: reactants, conditions, products, and yield Starting materials: Cc1ccc(Sc2ccccc2)c([N+](=O)[O-])c1, CCO, Cl[Sn]Cl. The product is Cc1ccc(Sc2ccccc2)c(N)c1. As a reaction SMILES: [CH3:1][c:2]1[cH:3][c:4]([N+:15]([O-:16])=[O:17])[c:5]([S:8][c:9]2[cH:10][cH:11][cH:12][cH:13][cH:14]2)[cH:6][cH:7]1.[CH3:21][CH2:22][OH:23].[Sn:18]([Cl:19])[Cl:20]>>[CH3:1][c:2]1[cH:3][c:4]([NH2:15])[c:5]([S:8][c:9]2[cH:10][cH:11][cH:12][cH:13][cH:14]2)[cH:6][cH:7]1. Starting materials: BrC=1C=C(C=CC1F)C(C#N)(C)C (2-(3-bromo-4-fluorophenyl)-2-methylpropanenitrile), CC(C)C[AlH]CC(C)C (DIBALH), C1CCOC1 (THF). Conditions: time 30 minute. Product: BrC=1C=C(C=CC1F)C(C=O)(C)C (2-(3-bromo-4-fluorophenyl)-2-methylpropanal). The yield is 92.0%. Reaction SMILES: [Br:1][C:2]1[CH:3]=[C:4]([C:9]([CH3:13])([CH3:12])[C:10]#N)[CH:5]=[CH:6][C:7]=1[F:8].CC(C[AlH]CC(C)C)C.C1C[O:26]CC1>>[Br:1][C:2]1[CH:3]=[C:4]([C:9]([CH3:13])([CH3:12])[CH:10]=[O:26])[CH:5]=[CH:6][C:7]=1[F:8]. Reported procedure: To a stirred solution of 2-(3-bromo-4-fluorophenyl)-2-methylpropanenitrile (29 g, 120 mmol) in THF (500 mL) at −78° C. was dropwise added DIBALH (1M in toluene, 360 mL, 3 eq) over 2 h. After the reaction mixture was stirred at same temperature for 30 minutes, it was allowed to warm to room temperature. After the reaction was complete, the mixture was quenched by 1N HCl and extracted with EA. The separated organic layer was dried over MgSO4 and evaporated in vacuo to give 2-(3-bromo-4-fluoropheny...